From a dataset of the Open Reaction Database (ORD), a public repository of structured organic reaction records. describe an organic reaction: reactants, conditions, products, and yield Starting materials: Cl.C1(=CC=CC=C1)[C@@H]1[C@@H](CCC1)N (cis-2-phenylcyclopentylamine hydrochloride), COC=1CCCCN1 (O-methylvalerolactim), COC=1CCCCCN1 (O-methylcaprolactim), Cl.C1(CCCCC1)[C@@H]1[C@@H](CCC1)N (cis-2-(cyclohexyl)cyclopentylamine hydrochloride). Yields the product Cl.C1(CCCCC1)[C@@H]1[C@@H](CCC1)N=C1NCCCC1 (2-[(cis-2-Cyclohexylcyclopentyl)imino]piperidine hydrochloride). Reaction SMILES: [ClH:1].[C:2]1([C@H:8]2[CH2:12][CH2:11][CH2:10][C@H:9]2[NH2:13])[CH:7]=[CH:6][CH:5]=[CH:4][CH:3]=1.COC1[CH2:17][CH2:18][CH2:19][CH2:20][CH2:21][N:22]=1.Cl.C1([C@H]2CCC[C@H]2N)CCCCC1.COC1CCCCN=1>>[ClH:1].[CH:2]1([C@H:8]2[CH2:12][CH2:11][CH2:10][C@H:9]2[N:13]=[C:21]2[CH2:20][CH2:19][CH2:18][CH2:17][NH:22]2)[CH2:7][CH2:6][CH2:5][CH2:4][CH2:3]1 |f:0.1,3.4,6.7|. Reported procedure: Following the procedure of Example 1, only substituting for cis-2-phenylcyclopentylamine hydrochloride and O-methylcaprolactim, appropriate amounts of cis-2-(cyclohexyl)cyclopentylamine hydrochloride and O-methylvalerolactim respectively the desired product was obtained. M.P. 195.5°-197° C. Reaction SMILES: [CH2:11]([CH3:12])[O:13][C:14](=[O:15])[c:16]1[c:17]([CH2:27][CH2:28][NH:29][C:30](=[O:31])[O:32][C:33]([CH3:34])([CH3:35])[CH3:36])[nH:18][cH:19][c:20]1-[c:21]1[cH:22][cH:23][cH:24][cH:25][cH:26]1.[CH3:1][N:2]([CH:3]=[O:4])[CH3:5].[Cl:39][CH2:40][Cl:41].[Na+:38].[OH-:37].[OH2:42].[P:6]([Cl:7])([Cl:8])([Cl:9])=[O:10]>>[CH:3](=[O:4])[c:19]1[nH:18][c:17]([CH2:27][CH2:28][NH:29][C:30](=[O:31])[O:32][C:33]([CH3:34])([CH3:35])[CH3:36])[c:16]([C:14]([O:13][CH2:11][CH3:12])=[O:15])[c:20]1-[c:21]1[cH:22][cH:23][cH:24][cH:25][cH:26]1. Reactants: CCOC(=O)c1c(-c2ccccc2)c[nH]c1CCNC(=O)OC(C)(C)C, CN(C)C=O, ClCCl, [Na+], [OH-], O, O=P(Cl)(Cl)Cl. Yields the product CCOC(=O)c1c(CCNC(=O)OC(C)(C)C)[nH]c(C=O)c1-c1ccccc1. Reactants: ClC1=CC=C(CNC(=S)C=2C=NC3=CC=C(C=C3C2O)I)C=C1 (N-(4-chlorobenzyl)-4-hydroxy-6-iodo-3-quinolinecarbothioamide), N(=NC(=O)OCC)C(=O)OCC (diethyl azodicarboxylate), C1(=CC=CC=C1)P(C1=CC=CC=C1)C1=CC=CC=C1 (triphenylphosphine), N(=NC(=O)OCC)C(=O)OCC (diethyl azodicarboxylate), C1(=CC=CC=C1)P(C1=CC=CC=C1)C1=CC=CC=C1 (triphenylphosphine), O1CCCC1 (tetrahydrofuran). Run in CO (methanol), CO (MeOH). Run at time 3 hour. The product is ClC1=CC=C(CNC(=S)C2=CN(C3=CC=C(C=C3C2=O)I)C)C=C1 (N-(4-chlorobenzyl)-6-iodo-1-methyl-4-oxo-1,4-dihydro-3-quinolinecarbothioamide). The yield is 31.5%. Reaction SMILES: [Cl:1][C:2]1[CH:23]=[CH:22][C:5]([CH2:6][NH:7][C:8]([C:10]2[CH:11]=[N:12][C:13]3[C:18]([C:19]=2[OH:20])=[CH:17][C:16]([I:21])=[CH:15][CH:14]=3)=[S:9])=[CH:4][CH:3]=1.[C:24]1(P(C2C=CC=CC=2)C2C=CC=CC=2)C=CC=CC=1.O1CCCC1.N(C(OCC)=O)=NC(OCC)=O>CO>[Cl:1][C:2]1[CH:3]=[CH:4][C:5]([CH2:6][NH:7][C:8]([C:10]2[C:19](=[O:20])[C:18]3[C:13](=[CH:14][CH:15]=[C:16]([I:21])[CH:17]=3)[N:12]([CH3:24])[CH:11]=2)=[S:9])=[CH:22][CH:23]=1. Procedure: To a suspension of N-(4-chlorobenzyl)-4-hydroxy-6-iodo-3-quinolinecarbothioamide (0.20 g) from Preparation No. 43 and triphenylphosphine (0.15 g) in freshly distilled tetrahydrofuran (5 mL) is added MeOH (0.027 mL) followed by diethyl azodicarboxylate. After an initial exotherm, the reaction is stirred at room temperature for 3 h. To drive the reaction to completion, additional triphenylphosphine (0.030 g), methanol (0.010 mL), and diethyl azodicarboxylate (0.020 mL) are added. The reaction is s... Reactants: COC1=C(C=CC=C1)N1CCC=2C(=NC=3C(=CC=CC3C21)OC(F)(F)F)Cl (1-(2-methoxyphenyl)-4-chloro-6-trifluoromethoxy-2,3-dihydropyrrolo[3,2-c]quinoline). The solvent is C(O)CN (ethanolamine). Run at temperature 190 celsius. Product: COC1=C(C=CC=C1)N1CCC=2C(=NC=3C(=CC=CC3C21)OC(F)(F)F)NCCO (1-(2-methoxyphenyl)-4-[(2-hydroxyethyl)amino]-6-trifluoromethoxy-2,3-dihydropyrrolo[3,2-c]quinoline). Isolated yield 165.3%. Reaction SMILES: [CH3:1][O:2][C:3]1[CH:8]=[CH:7][CH:6]=[CH:5][C:4]=1[N:9]1[C:21]2[C:20]3[CH:19]=[CH:18][CH:17]=[C:16]([O:22][C:23]([F:26])([F:25])[F:24])[C:15]=3[N:14]=[C:13](Cl)[C:12]=2[CH2:11][CH2:10]1>C(CN)O>[CH3:1][O:2][C:3]1[CH:8]=[CH:7][CH:6]=[CH:5][C:4]=1[N:9]1[C:21]2[C:20]3[CH:19]=[CH:18][CH:17]=[C:16]([O:22][C:23]([F:26])([F:25])[F:24])[C:15]=3[N:14]=[C:13]([NH:9][CH2:4][CH2:3][OH:2])[C:12]=2[CH2:11][CH2:10]1. Procedure: 1-(2-methoxyphenyl)-4-chloro-6-trifluoromethoxy-2,3-dihydropyrrolo[3,2-c]quinoline(600 mg, 1.5 mmol) was dissolved in ethanolamine(6 ml) in the pressure tube, then refluxed at 190° C. for 3 hours. The solvent was removed by distillation under reduced pressure, then the residue was diluted in dichloromethane(20 ml), and washed with water (15 ml) for 3 times. The organic layer was dried over anhydrous magnesium sulfate, filtered, and concentrated under reduced pressure. The residue was purified by...